Dataset: the Open Reaction Database (ORD), a public repository of structured organic reaction records. Task: describe an organic reaction: reactants, conditions, products, and yield Reactants: Cl, CC1(C)C(=O)N(CCCc2cccnc2)c2cc([N+](=O)[O-])c(N)cc21, O=C(Cl)CCc1ccccc1. Product: CC1(C)C(=O)N(CCCc2cccnc2)c2cc([N+](=O)[O-])c(NC(=O)CCc3ccccc3)cc21. As a reaction SMILES: [ClH:37].[NH2:1][c:2]1[cH:3][c:4]2[c:8]([cH:9][c:10]1[N+:11](=[O:12])[O-:13])[N:7]([CH2:14][CH2:15][CH2:16][c:17]1[cH:18][n:19][cH:20][cH:21][cH:22]1)[C:6](=[O:23])[C:5]2([CH3:24])[CH3:25].[c:26]1([CH2:32][CH2:33][C:34](=[O:35])[Cl:36])[cH:27][cH:28][cH:29][cH:30][cH:31]1>>[NH:1]([c:2]1[cH:3][c:4]2[c:8]([cH:9][c:10]1[N+:11](=[O:12])[O-:13])[N:7]([CH2:14][CH2:15][CH2:16][c:17]1[cH:18][n:19][cH:20][cH:21][cH:22]1)[C:6](=[O:23])[C:5]2([CH3:24])[CH3:25])[C:34]([CH2:33][CH2:32][c:26]1[cH:27][cH:28][cH:29][cH:30][cH:31]1)=[O:35]. Starting materials: CSC=1S\C(\C(N1)=O)=C/C=1C=C2C=CC=NC2=CC1 (2-methylsulfanyl-5-[1-quinolin-6-yl-meth-(Z)-ylidene]-thiazol-4-one), C(C)OC1=C(C=CC=C1)CCN (2-(2-Ethoxy-phenyl)-ethylamine), CCN(C(C)C)C(C)C (DIEA). Product: C(C)OC1=C(C=CC=C1)CCNC=1S\C(\C(N1)=O)=C/C=1C=C2C=CC=NC2=CC1 (2-[2-(2-ethoxy-phenyl)-ethylamino]-5-[1-quinolin-6-yl-meth-(Z)-ylidene]-thiazol-4-one). RXN SMILES: CS[C:3]1[S:4]/[C:5](=[CH:9]\[C:10]2[CH:11]=[C:12]3[C:17](=[CH:18][CH:19]=2)[N:16]=[CH:15][CH:14]=[CH:13]3)/[C:6](=[O:8])[N:7]=1.[CH2:20]([O:22][C:23]1[CH:28]=[CH:27][CH:26]=[CH:25][C:24]=1[CH2:29][CH2:30][NH2:31])[CH3:21].CCN(C(C)C)C(C)C>>[CH2:20]([O:22][C:23]1[CH:28]=[CH:27][CH:26]=[CH:25][C:24]=1[CH2:29][CH2:30][NH:31][C:3]1[S:4]/[C:5](=[CH:9]\[C:10]2[CH:11]=[C:12]3[C:17](=[CH:18][CH:19]=2)[N:16]=[CH:15][CH:14]=[CH:13]3)/[C:6](=[O:8])[N:7]=1)[CH3:21]. Procedure details: Similar procedure as described in example 1b was used, starting from 2-methylsulfanyl-5-[1-quinolin-6-yl-meth-(Z)-ylidene]-thiazol-4-one, 2-(2-Ethoxy-phenyl)-ethylamine and DIEA to give 2-[2-(2-ethoxy-phenyl)-ethylamino]-5-[1-quinolin-6-yl-meth-(Z)-ylidene]-thiazol-4-one. LC-MS m/e 404 (MH+).